Dataset: the Open Reaction Database (ORD), a public repository of structured organic reaction records. Task: describe an organic reaction: reactants, conditions, products, and yield Reactants: I(=O)(=O)(=O)[O-].[Na+] (sodium periodate), Cl (HCl), CC1=C(C=CC=C1)NS(=O)(=O)C=1C=C(C2=C(C=CO2)C1)C=C (N-(2-Methylphenyl)-7-vinyl-1-benzofuran-5-sulfonamide), CC1=C(C=CC=C1)NS(=O)(=O)C=1C=C(C2=C(C=CO2)C1)C=C (N-(2-Methylphenyl)-7-vinyl-1-benzofuran-5-sulfonamide). Product: C(=O)C1=CC(=CC=2C=COC21)S(=O)(=O)NC2=C(C=CC=C2)C (7-Formyl-N-(2-methylphenyl)-1-benzofuran-5-sulfonamide). Reported procedure: N-(2-Methylphenyl)-7-vinyl-1-benzofuran-5-sulfonamide (1.03 g, 3.3 mmol; Intermediate 59) was dissolved in dioxane (30 mL) and 2,6-lutidine (0.8 mL). Osmium tetroxide (84 mg, 0.33 mmol) was added with stirring followed by a solution of sodium periodate (2.82 g, 13.2 mmol) in water (10 mL). After stirring for 90 minutes, 1 M HCl (40 mL) was added followed by water (200 mL). The precipitated product was collected by filtration, washed with water and dried under vacuo. Yield: 0.95 g (91%) of an off... Reaction SMILES: [CH3:1][C:2]1[CH:7]=[CH:6][CH:5]=[CH:4][C:3]=1[NH:8][S:9]([C:12]1[CH:13]=[C:14]([CH:21]=C)[C:15]2[O:19][CH:18]=[CH:17][C:16]=2[CH:20]=1)(=[O:11])=[O:10].I([O-])(=O)(=O)=[O:24].[Na+].Cl>O1CCOCC1.N1C(C)=CC=CC=1C.O.[Os](=O)(=O)(=O)=O>[CH:21]([C:14]1[C:15]2[O:19][CH:18]=[CH:17][C:16]=2[CH:20]=[C:12]([S:9]([NH:8][C:3]2[CH:4]=[CH:5][CH:6]=[CH:7][C:2]=2[CH3:1])(=[O:10])=[O:11])[CH:13]=1)=[O:24] |f:1.2|. The reagents and catalysts are [Os](=O)(=O)(=O)=O (Osmium tetroxide). The solvent is O (water), O (water), O1CCOCC1 (dioxane), N1=C(C=CC=C1C)C (2,6-lutidine). Reactants: C(C)(C)(C)C1=CC=C(C=C1)N1C(C2(CC1)CCC(CC2)C(C(F)(F)F)O)=O (2-(4-tert-butyl-phenyl)-8-(2,2,2-trifluoro-1-hydroxy-ethyl)-2-aza-spiro[4.5]decan-1-one), CC(=O)OI1(C=2C=CC=CC2C(=O)O1)(OC(=O)C)OC(=O)C (Dess-Martin periodinane), C(=O)(O)[O-].[Na+] (NaHCO3), [O-]S(=O)(=S)[O-].[Na+].[Na+] (Na2S2O3). Solvent: C(Cl)Cl (DCM), C(Cl)Cl (DCM), CCOC(=O)C (EtOAc). Reaction conditions: time 8 hour. The product is C(C)(C)(C)C1=CC=C(C=C1)N1C(C2(CC1)CCC(CC2)C(C(F)(F)F)(O)O)=O (2-(4-tert-Butyl-phenyl)-8-(2,2,2-trifluoro-1,1-dihydroxy-ethyl)-2-aza-spiro[4.5]decan-1-one). The yield is 94.0%. As a reaction SMILES: [C:1]([C:5]1[CH:10]=[CH:9][C:8]([N:11]2[CH2:15][CH2:14][C:13]3([CH2:20][CH2:19][CH:18]([CH:21]([OH:26])[C:22]([F:25])([F:24])[F:23])[CH2:17][CH2:16]3)[C:12]2=[O:27])=[CH:7][CH:6]=1)([CH3:4])([CH3:3])[CH3:2].CC(OI1(OC(C)=O)(OC(C)=O)OC(=O)C2C=CC=CC1=2)=[O:30].C([O-])(O)=O.[Na+].[O-]S([O-])(=S)=O.[Na+].[Na+]>C(Cl)Cl.CCOC(C)=O>[C:1]([C:5]1[CH:6]=[CH:7][C:8]([N:11]2[CH2:15][CH2:14][C:13]3([CH2:20][CH2:19][CH:18]([C:21]([OH:30])([OH:26])[C:22]([F:24])([F:25])[F:23])[CH2:17][CH2:16]3)[C:12]2=[O:27])=[CH:9][CH:10]=1)([CH3:4])([CH3:2])[CH3:3] |f:2.3,4.5.6|. Reported procedure: A solution of 2-(4-tert-butyl-phenyl)-8-(2,2,2-trifluoro-1-hydroxy-ethyl)-2-aza-spiro[4.5]decan-1-one (100 mg, 319 μmol, described in example 360 and 361) in DCM (1 mL) was added to a stirred suspension of Dess-Martin periodinane (501 mg, 1.18 mmol) in DCM (2.5 mL) and the reaction mixture was stirred overnight at room temperature. The reaction mixture was diluted with EtOAc and poured into a 1:7 mixture of aqueous sat. NaHCO3 and Na2S2O3 and the mixture was stirred for 10 min. The organic phase... Reactants: CCCCCCOC1CC(C)(C)NC(C)(C)C1, Cc1ccccc1, Clc1nc(Cl)nc(Cl)n1. As a reaction SMILES: [CH2:1]([CH2:2][CH2:3][CH2:4][CH2:5][CH3:6])[O:7][CH:8]1[CH2:9][C:10]([CH3:16])([CH3:17])[NH:11][C:12]([CH3:14])([CH3:15])[CH2:13]1.[CH3:27][c:28]1[cH:29][cH:30][cH:31][cH:32][cH:33]1.[Cl:18][c:19]1[n:20][c:21]([Cl:22])[n:23][c:24]([Cl:25])[n:26]1>>[CH2:1]([CH2:2][CH2:3][CH2:4][CH2:5][CH3:6])[O:7][CH:8]1[CH2:9][C:10]([CH3:16])([CH3:17])[N:11]([c:24]2[n:23][c:21]([Cl:22])[n:20][c:19]([Cl:18])[n:26]2)[C:12]([CH3:14])([CH3:15])[CH2:13]1. Product: CCCCCCOC1CC(C)(C)N(c2nc(Cl)nc(Cl)n2)C(C)(C)C1.